From a dataset of the Open Reaction Database (ORD), a public repository of structured organic reaction records. describe an organic reaction: reactants, conditions, products, and yield The reactants are B.C1CCOC1 (BH3.THF), CC1(CCCCC1)C(=O)O (1-Methyl cyclohexanecarboxylic acid), B.C1CCOC1 (BH3.THF). Solvent: C1CCOC1 (THF). Reaction conditions: temperature 5 celsius, time 5 minute. The product is CC(O)C1CCCCC1 (1-methyl-1-cyclohexylmethanol). RXN SMILES: B.[CH2:2]1COCC1.C[C:8]1([C:14]([OH:16])=O)[CH2:13][CH2:12][CH2:11][CH2:10][CH2:9]1>C1COCC1>[CH3:2][CH:14]([CH:8]1[CH2:9][CH2:10][CH2:11][CH2:12][CH2:13]1)[OH:16] |f:0.1|. Procedure: A three liter, three necked round bottom flask was equipped with a thermometer, magnetic stirrer, argon inlet and outlet adapters and a one liter addition funnel containing 922 ml of 1.0 molar BH3.THF. 1-Methyl cyclohexanecarboxylic acid (119.2 g; 0.84 m) was added to the reaction vessel and dissolved in 100 ml of THF. The reaction mixture was cooled with an ice bath to 5° C. and the BH3.THF was added dropwise over 25 min maintaining the temperature between 5°-15° C. After the addition was compl... The reactants are C(C)(C)(C)NC(=S)N[C@@H](CO)C1=CC=C(C=C1)OC (N-(tert-butyl)-N′-[(1R)-1-(4-methoxyphenyl)-2-hydroxyethyl]thiourea), Cl (hydrochloric acid), CCCl (hydrochloric ether). Solvent: CC(=O)C (acetone), C(C)OCC (diethyl ether). Product: Cl.COC1=CC=C(C=C1)[C@H]1N=C(SC1)N ((−)-(4R)-4-(4-methoxyphenyl)-4,5-dihydro-1,3-thiazol-2-ylamine hydrochloride). As a reaction SMILES: C([NH:5][C:6]([NH:8][C@H:9]([C:12]1[CH:17]=[CH:16][C:15]([O:18][CH3:19])=[CH:14][CH:13]=1)[CH2:10]O)=[S:7])(C)(C)C.Cl.CC[Cl:23]>CC(C)=O.C(OCC)C>[ClH:23].[CH3:19][O:18][C:15]1[CH:16]=[CH:17][C:12]([C@@H:9]2[CH2:10][S:7][C:6]([NH2:5])=[N:8]2)=[CH:13][CH:14]=1 |f:5.6|. Reported procedure: The process is performed under the conditions of Example 1, starting with 2.5 g of N-(tert-butyl)-N′-[(1R)-1-(4-methoxyphenyl)-2-hydroxyethyl]thiourea in 25 cm3 of aqueous 6N hydrochloric acid for 3 hours at a temperature in the region of 100° C. The reaction mass is evaporated under reduced pressure (5 kPa) at a temperature in the region of 50° C. 15 cm3 of aqueous 1N sodium hydroxide and 5 cm3 of water are added to the residue obtained. The mixture is extracted with 20 cm3 of ethyl acetate and... Reactants: C(C1=CC=CC=C1)(=O)C1=[N+](C2=CC=CC=C2[N+](=C1CS(=O)C)[O-])[O-] (2-benzoyl-3-methylsulfinylmethylquinoxaline 1,4-dioxide), ClC1=CC(=CC=C1)C(=O)OO (3-chloroperbenzoic acid). The solvent is C(Cl)(Cl)Cl (chloroform). Yields the product C(C1=CC=CC=C1)(=O)C1=[N+](C2=CC=CC=C2[N+](=C1CS(=O)(=O)C)[O-])[O-] (2-benzoyl-3-methylsulfonylmethylquinoxaline 1,4-dioxide). RXN SMILES: [C:1]([C:9]1[C:18]([CH2:19][S:20]([CH3:22])=[O:21])=[N+:17]([O-:23])[C:16]2[C:11](=[CH:12][CH:13]=[CH:14][CH:15]=2)[N+:10]=1[O-:24])(=[O:8])[C:2]1[CH:7]=[CH:6][CH:5]=[CH:4][CH:3]=1.ClC1C=CC=C(C(OO)=[O:33])C=1>C(Cl)(Cl)Cl>[C:1]([C:9]1[C:18]([CH2:19][S:20]([CH3:22])(=[O:33])=[O:21])=[N+:17]([O-:23])[C:16]2[C:11](=[CH:12][CH:13]=[CH:14][CH:15]=2)[N+:10]=1[O-:24])(=[O:8])[C:2]1[CH:7]=[CH:6][CH:5]=[CH:4][CH:3]=1. Procedure: A solution of 3.44 g. (0.01 mol) of 2-benzoyl-3-methylsulfinylmethylquinoxaline 1,4-dioxide and 2.20 g. (0.01 mol.) of 85% pure 3-chloroperbenzoic acid in 150 ml. of chloroform is stirred at room temperature overnight. The reaction mixture is washed with 5% sodium bicarbonate solution, dried, and evaporated in vacuo to afford crude 2-benzoyl-3-methylsulfonylmethylquinoxaline 1,4-dioxide. The reactants are ClC=1C=2N(C3=CC=CC=C3N1)C=NN2 (4-Chloro-[1,2,4]triazolo-[4,3-a]quinoxaline), product, CN (monomethylamine). The solvent is CN(C=O)C (N,N-dimethyl formamide). Conditions: time 3 hour. The product is CNC=1C=2N(C3=CC=CC=C3N1)C=NN2 (4-methylamino-[1,2,4]triazolo[4,3-a]quinoxaline). Isolated yield 69.0%. As a reaction SMILES: Cl[C:2]1[C:3]2[N:4]([CH:12]=[N:13][N:14]=2)[C:5]2[C:10]([N:11]=1)=[CH:9][CH:8]=[CH:7][CH:6]=2.[CH3:15][NH2:16]>CN(C)C=O>[CH3:15][NH:16][C:2]1[C:3]2[N:4]([CH:12]=[N:13][N:14]=2)[C:5]2[C:10]([N:11]=1)=[CH:9][CH:8]=[CH:7][CH:6]=2. Procedure details: 4-Chloro-[1,2,4]triazolo-[4,3-a]quinoxaline (2.0 g., 0.01 mole), the product of Example 2, in N,N-dimethyl formamide (30 ml.) was saturated with monomethylamine gas and stirred at room temperature for 3 hours. Monomethylamine gas was again bubbled into the solution and the solution was stirred at room temperature for an additional 2 hours. The precipitate was separated by filtration and washed with N,N-dimethylformamide. Recrystallization from N,N-dimethylformamide gave 1.37 g. (69% yield) of 4-...